Dataset: the Open Reaction Database (ORD), a public repository of structured organic reaction records. Task: describe an organic reaction: reactants, conditions, products, and yield The reactants are [Na] (sodium), ClC=1C=CC=2C(N=C(N2)N2CCN(CC2)C2=NC3=CC(=C(C=C3C(=N2)N)OC)OC)=CC1 (2-[4-(6-chloro-2-cycloheptimidazolyl)-1-piperazinyl]-6,7-dimethoxy-4-quinazolinamine), C(C)O (ethanol), O (water). Conditions: time 2 hour. Yields the product C(C)OC=1C=CC=2C(N=C(N2)N2CCN(CC2)C2=NC3=CC(=C(C=C3C(=N2)N)OC)OC)=CC1 (2-[4-(6-Ethoxy-2-cycloheptimidazolyl)-1-piperazinyl]-6,7-dimethoxy-4-quinazolinamine). RXN SMILES: [Na].Cl[C:3]1[CH:4]=[CH:5][C:6]2[C:7](=[CH:32][CH:33]=1)[N:8]=[C:9]([N:11]1[CH2:16][CH2:15][N:14]([C:17]3[N:26]=[C:25]([NH2:27])[C:24]4[C:19](=[CH:20][C:21]([O:30][CH3:31])=[C:22]([O:28][CH3:29])[CH:23]=4)[N:18]=3)[CH2:13][CH2:12]1)[N:10]=2.O.[CH2:35]([OH:37])[CH3:36]>>[CH2:35]([O:37][C:3]1[CH:4]=[CH:5][C:6]2[C:7](=[CH:32][CH:33]=1)[N:8]=[C:9]([N:11]1[CH2:16][CH2:15][N:14]([C:17]3[N:26]=[C:25]([NH2:27])[C:24]4[C:19](=[CH:20][C:21]([O:30][CH3:31])=[C:22]([O:28][CH3:29])[CH:23]=4)[N:18]=3)[CH2:13][CH2:12]1)[N:10]=2)[CH3:36] |^1:0|. Procedure details: A solution of sodium (0.53 g) in ethanol (22 ml) was added over a period of 1 hr to a suspension of 2-[4-(6-chloro-2-cycloheptimidazolyl)-1-piperazinyl]-6,7-dimethoxy-4-quinazolinamine (2.6 g, described in Example 2). The resulting mixture was stirred at 20°-25° C. for 2 hr, refluxed for 1 hr, cooled and poured into water at 0° to 5° C. The precipitate was collected, washed with water, dried and chromatographed through silica gel using methanoldichloromethane (1:9). The eluates were evaporated t... Reactants: FC=1C(=CC(=C(C1)B(O)O)O[C@@H](C)CC=C)C ((S)-(5-fluoro-4-methyl-2-(pent-4-en-2-yloxy)phenyl)boronic acid), C(C=C)OC1(CCN(CC1)C1=C(C(=CC=2N1C=C(N2)C2=CC(=CC=C2)Br)C)[C@@H](C(=O)OC)OC(C)(C)C)C ((S)-methyl 2-(5-(4-(allyloxy)-4-methylpiperidin-1-yl)-2-(3-bromophenyl)-7-methylimidazo[1,2-a]pyridin-6-yl)-2-(tert-butoxy)acetate), C(C=C)OC1(CCN(CC1)C1=C(C(=CC=2N1C=C(N2)C=2C=C(C=CC2)C2=C(C=C(C=C2)F)O[C@@H](C)CC=C)C)[C@@H](C(=O)OC)OC(C)(C)C)C ((S)-methyl 2-(5-(4-(allyloxy)-4-methylpiperidin-1-yl)-2-(4′-fluoro-2′-((S)-pent-4-en-2-yloxy)-[1,1′-biphenyl]-3-yl)-7-methylimidazo[1,2-a]pyridin-6-yl)-2-(tert-butoxy)acetate). Yields the product C(C=C)OC1(CCN(CC1)C1=C(C(=CC=2N1C=C(N2)C=2C=C(C=CC2)C2=C(C=C(C(=C2)F)C)O[C@@H](C)CC=C)C)[C@@H](C(=O)OC)OC(C)(C)C)C ((S)-Methyl 2-(5-(4-(allyloxy)-4-methylpiperidin-1-yl)-2-(5′-fluoro-4′-methyl-2′-((S)-pent-4-en-2-yloxy)-[1,1′-biphenyl]-3-yl)-7-methylimidazo[1,2-a]pyridin-6-yl)-2-(tert-butoxy)acetate). The yield is 72.0%. As a reaction SMILES: [F:1][C:2]1[C:3]([CH3:17])=[CH:4][C:5]([O:11][C@H:12]([CH2:14][CH:15]=[CH2:16])[CH3:13])=[C:6](B(O)O)[CH:7]=1.[CH2:18]([O:21][C:22]1([CH3:55])[CH2:27][CH2:26][N:25]([C:28]2[N:33]3[CH:34]=[C:35]([C:37]4[CH:42]=[CH:41][CH:40]=[C:39](Br)[CH:38]=4)[N:36]=[C:32]3[CH:31]=[C:30]([CH3:44])[C:29]=2[C@H:45]([O:50][C:51]([CH3:54])([CH3:53])[CH3:52])[C:46]([O:48][CH3:49])=[O:47])[CH2:24][CH2:23]1)[CH:19]=[CH2:20].C(OC1(C)CCN(C2N3C=C(C4C=C(C5C=CC(F)=CC=5O[C@H](CC=C)C)C=CC=4)N=C3C=C(C)C=2[C@H](OC(C)(C)C)C(OC)=O)CC1)C=C>>[CH2:18]([O:21][C:22]1([CH3:55])[CH2:23][CH2:24][N:25]([C:28]2[N:33]3[CH:34]=[C:35]([C:37]4[CH:38]=[C:39]([C:6]5[CH:7]=[C:2]([F:1])[C:3]([CH3:17])=[CH:4][C:5]=5[O:11][C@H:12]([CH2:14][CH:15]=[CH2:16])[CH3:13])[CH:40]=[CH:41][CH:42]=4)[N:36]=[C:32]3[CH:31]=[C:30]([CH3:44])[C:29]=2[C@H:45]([O:50][C:51]([CH3:54])([CH3:53])[CH3:52])[C:46]([O:48][CH3:49])=[O:47])[CH2:26][CH2:27]1)[CH:19]=[CH2:20]. Reported procedure: Prepared in 72% yield from (S)-(5-fluoro-4-methyl-2-(pent-4-en-2-yloxy)phenyl)boronic acid and (S)-methyl 2-(5-(4-(allyloxy)-4-methylpiperidin-1-yl)-2-(3-bromophenyl)-7-methylimidazo[1,2-a]pyridin-6-yl)-2-(tert-butoxy)acetate following the procedure for (S)-methyl 2-(5-(4-(allyloxy)-4-methylpiperidin-1-yl)-2-(4′-fluoro-2′-((S)-pent-4-en-2-yloxy)-[1,1′-biphenyl]-3-yl)-7-methylimidazo[1,2-a]pyridin-6-yl)-2-(tert-butoxy)acetate. 1H NMR (400 MHz, CDCl3) δ 8.02 (s, 2H), 7.96-7.92 (m, 1H), 7.56-7.51 (...